From a dataset of the Open Reaction Database (ORD), a public repository of structured organic reaction records. describe an organic reaction: reactants, conditions, products, and yield Reactants: C(C)OC(=O)C1=CC=C(C=C1)C1=CC(=CC=C1)C=1OC(=C(N1)CCOC1=CC(=CC=C1)OC(C)(C)C(=O)OCC)C (3′-(4-{2-[3-(1-ethoxycarbonyl-1-methylethoxy)phenoxy]ethyl}-5-methyloxazol-2-yl)-biphenyl-4-carboxylic acid ethyl ester), [OH-].[Na+] (NaOH), solution, Cl (HCl). Run in C(C)O (ethanol). Yields the product C(=O)(O)C(C)(OC=1C=C(OCCC=2N=C(OC2C)C=2C=C(C=CC2)C2=CC=C(C=C2)C(=O)O)C=CC1)C (3′-(4-{2-[3-(1-Carboxy-1-methylethoxy)phenoxy]ethyl}-5-methyloxazol-2-yl)-biphenyl-4-carboxylic acid). As a reaction SMILES: C([O:3][C:4]([C:6]1[CH:11]=[CH:10][C:9]([C:12]2[CH:17]=[CH:16][CH:15]=[C:14]([C:18]3[O:19][C:20]([CH3:41])=[C:21]([CH2:23][CH2:24][O:25][C:26]4[CH:31]=[CH:30][CH:29]=[C:28]([O:32][C:33]([C:36]([O:38]CC)=[O:37])([CH3:35])[CH3:34])[CH:27]=4)[N:22]=3)[CH:13]=2)=[CH:8][CH:7]=1)=[O:5])C.[OH-].[Na+].Cl>C(O)C>[C:36]([C:33]([CH3:35])([O:32][C:28]1[CH:27]=[C:26]([CH:31]=[CH:30][CH:29]=1)[O:25][CH2:24][CH2:23][C:21]1[N:22]=[C:18]([C:14]2[CH:13]=[C:12]([C:9]3[CH:8]=[CH:7][C:6]([C:4]([OH:5])=[O:3])=[CH:11][CH:10]=3)[CH:17]=[CH:16][CH:15]=2)[O:19][C:20]=1[CH3:41])[CH3:34])([OH:38])=[O:37] |f:1.2|. Procedure details: A stirred solution of 3′-(4-{2-[3-(1-ethoxycarbonyl-1-methylethoxy)phenoxy]ethyl}-5-methyloxazol-2-yl)-biphenyl-4-carboxylic acid ethyl ester (0.711 mmol) in ethanol (8.9 mL) was treated with NaOH (aq) (0.854 mL of a 5M solution), and heated at reflux for 1 h. The hot solution was acidified to pH 1 with1M HCl (6 mL). The mixture was cooled to ambient temperature, then further cooled to 0° C. before filtering the product. Following washing with H2O, the product was dried under vacuum at 50° C. to... RXN SMILES: [CH2:28]([O:29][C:30]([Cl:31])=[O:32])[CH3:33].[CH3:1][N:2]1[CH2:3][CH2:4][N:5]([c:8]2[cH:9][cH:10][c:11]([C:12](=[O:13])[NH:14][c:15]3[c:16]4[c:17]([nH:18][n:19]3)[s:20][c:21]([C:23](=[O:24])[OH:25])[cH:22]4)[cH:26][cH:27]2)[CH2:6][CH2:7]1.[CH3:34][C:35]([CH3:36])([c:37]1[cH:38][cH:39][cH:40][cH:41][cH:42]1)[NH2:43].[CH3:44][N:45]([CH3:46])[CH:47]=[O:48].[Cl:49][CH2:50][Cl:51]>>[CH3:1][N:2]1[CH2:3][CH2:4][N:5]([c:8]2[cH:9][cH:10][c:11]([C:12](=[O:13])[NH:14][c:15]3[c:16]4[c:17]([nH:18][n:19]3)[s:20][c:21]([C:23](=[O:24])[NH:43][C:35]([CH3:34])([CH3:36])[c:37]3[cH:38][cH:39][cH:40][cH:41][cH:42]3)[cH:22]4)[cH:26][cH:27]2)[CH2:6][CH2:7]1. Product: CN1CCN(c2ccc(C(=O)Nc3n[nH]c4sc(C(=O)NC(C)(C)c5ccccc5)cc34)cc2)CC1. The reactants are CCOC(=O)Cl, CN1CCN(c2ccc(C(=O)Nc3n[nH]c4sc(C(=O)O)cc34)cc2)CC1, CC(C)(N)c1ccccc1, CN(C)C=O, ClCCl. The reactants are C1(CC1)C=1C=CC(=NC1S(=O)(=O)CC(C)C)C(=O)O (5-cyclopropyl-6-(isobutylsulfonyl)picolinic acid), Cl.N[C@H](C(=O)N)CC(C)C ((S)-2-amino-4-methylpentanamide hydrochloride). The product is C(N)(=O)[C@H](CC(C)C)NC(=O)C1=NC(=C(C=C1)C1CC1)S(=O)(=O)CC(C)C (5-Cyclopropyl-6-(2-methyl-propane-1-sulfonyl)-pyridine-2-carboxylic acid ((S)-1-carbamoyl-3-methyl-butyl)-amide). Reaction SMILES: [CH:1]1([C:4]2[CH:5]=[CH:6][C:7]([C:17]([OH:19])=O)=[N:8][C:9]=2[S:10]([CH2:13][CH:14]([CH3:16])[CH3:15])(=[O:12])=[O:11])[CH2:3][CH2:2]1.Cl.[NH2:21][C@@H:22]([CH2:26][CH:27]([CH3:29])[CH3:28])[C:23]([NH2:25])=[O:24]>>[C:23]([C@@H:22]([NH:21][C:17]([C:7]1[CH:6]=[CH:5][C:4]([CH:1]2[CH2:2][CH2:3]2)=[C:9]([S:10]([CH2:13][CH:14]([CH3:15])[CH3:16])(=[O:11])=[O:12])[N:8]=1)=[O:19])[CH2:26][CH:27]([CH3:29])[CH3:28])(=[O:24])[NH2:25] |f:1.2|. Procedure: The title compound was synthesized in analogy to Example 1, using 5-cyclopropyl-6-(isobutylsulfonyl)picolinic acid and (S)-2-amino-4-methylpentanamide hydrochloride (CAN 687-51-4) as starting materials. MS (EI): m/e=395.5 [M+H]+. Reactants: CO, COc1cc2c(cc1Br)C(C)CN(C(=O)C(F)(F)F)CC2, [Na+], [OH-], O. Product: COc1cc2c(cc1Br)C(C)CNCC2. As a reaction SMILES: [CH3:24][OH:25].[F:1][C:2]([F:3])([F:4])[C:20]([N:5]1[CH2:6][CH2:7][c:8]2[c:9]([cH:13][c:14]([Br:19])[c:15]([O:17][CH3:18])[cH:16]2)[CH:10]([CH3:12])[CH2:11]1)=[O:21].[Na+:23].[OH-:22].[OH2:26]>>[NH:5]1[CH2:6][CH2:7][c:8]2[c:9]([cH:13][c:14]([Br:19])[c:15]([O:17][CH3:18])[cH:16]2)[CH:10]([CH3:12])[CH2:11]1. The reactants are COC(=O)C1C(=O)CCc2ccccc21, CC(C)C(=O)O, Cc1ccccc1, NCc1ccccc1, O. The product is COC(=O)C1=C(NCc2ccccc2)CCc2ccccc21. Reaction SMILES: [C:1](=[O:2])([O:3][CH3:4])[CH:5]1[C:6](=[O:15])[CH2:7][CH2:8][c:9]2[cH:10][cH:11][cH:12][cH:13][c:14]21.[CH3:16][CH:17]([C:18](=[O:19])[OH:20])[CH3:21].[CH3:31][c:32]1[cH:33][cH:34][cH:35][cH:36][cH:37]1.[NH2:22][CH2:23][c:24]1[cH:25][cH:26][cH:27][cH:28][cH:29]1.[OH2:30]>>[C:1](=[O:2])([O:3][CH3:4])[C:5]1=[C:6]([NH:22][CH2:23][c:24]2[cH:25][cH:26][cH:27][cH:28][cH:29]2)[CH2:7][CH2:8][c:9]2[cH:10][cH:11][cH:12][cH:13][c:14]21. Reactants: CCCCCCCCCCCC(=O)[O-], CCCCCCCCCCCC(=O)[O-], CCCC[Sn+2]CCCC, Cc1ccccc1, OC1CN2CCC1CC2, O=C=Nc1ccccc1. Product: O=C(Nc1ccccc1)OC1CN2CCC1CC2. As a reaction SMILES: [C:19]([O-:20])(=[O:21])[CH2:22][CH2:23][CH2:24][CH2:25][CH2:26][CH2:27][CH2:28][CH2:29][CH2:30][CH2:31][CH3:32].[C:33]([O-:34])(=[O:35])[CH2:36][CH2:37][CH2:38][CH2:39][CH2:40][CH2:41][CH2:42][CH2:43][CH2:44][CH2:45][CH3:46].[CH2:47]([Sn+2:48][CH2:49][CH2:50][CH2:51][CH3:52])[CH2:53][CH2:54][CH3:55].[CH3:56][c:57]1[cH:58][cH:59][cH:60][cH:61][cH:62]1.[N:1]12[CH2:2][CH:3]([OH:9])[CH:4]([CH2:5][CH2:6]1)[CH2:7][CH2:8]2.[O:10]=[C:11]=[N:12][c:13]1[cH:14][cH:15][cH:16][cH:17][cH:18]1>>[N:1]12[CH2:2][CH:3]([O:9][C:11](=[O:10])[NH:12][c:13]3[cH:14][cH:15][cH:16][cH:17][cH:18]3)[CH:4]([CH2:5][CH2:6]1)[CH2:7][CH2:8]2. Starting materials: CC(=O)Nc1ccc(S(=O)(=O)Nc2cc(Br)nc(Br)c2)cc1, Cl, [Na+], [OH-]. Product: Nc1ccc(S(=O)(=O)Nc2cc(Br)nc(Br)c2)cc1. Reaction SMILES: [Br:1][c:2]1[n:3][c:4]([Br:22])[cH:5][c:6]([NH:8][S:9](=[O:10])(=[O:11])[c:12]2[cH:13][cH:14][c:15]([NH:18][C:19](=[O:20])[CH3:21])[cH:16][cH:17]2)[cH:7]1.[ClH:23].[Na+:25].[OH-:24]>>[Br:1][c:2]1[n:3][c:4]([Br:22])[cH:5][c:6]([NH:8][S:9](=[O:10])(=[O:11])[c:12]2[cH:13][cH:14][c:15]([NH2:18])[cH:16][cH:17]2)[cH:7]1.